Dataset: the Open Reaction Database (ORD), a public repository of structured organic reaction records. Task: describe an organic reaction: reactants, conditions, products, and yield The reactants are C(C)OP(=O)C(C)(OCC)OCC (1,1-diethoxyethylphosphinic acid ethyl ester), BrCC1CC=CCC1 (bromomethylcyclohex-3-ene), O (water), [H-].[Na+] (sodium hydride). Solvent: O1CCCC1 (tetrahydrofuran), O1CCCC1 (tetrahydrofuran), O1CCCC1 (tetrahydrofuran). Conditions: time 2 hour. Yields the product C(C)OP(=O)CC1CC=CCC1 (cyclohex-3-enylmethylphosphinic acid ethyl ester). As a reaction SMILES: [H-].[Na+].[CH2:3]([O:5][PH:6]([C:8](OCC)(OCC)[CH3:9])=[O:7])[CH3:4].BrC[CH:18]1[CH2:23][CH2:22]C=[CH:20][CH2:19]1.O>O1CCCC1>[CH2:3]([O:5][PH:6]([CH2:8][CH:9]1[CH2:22][CH2:23][CH:18]=[CH:19][CH2:20]1)=[O:7])[CH3:4] |f:0.1|. Procedure: Under nitrogen, 8.7 g of sodium hydride (99%) dissolved in 600 ml of tetrahydrofuran are cooled to 15° and 75 g of 1,1-diethoxyethylphosphinic acid ethyl ester in 100 ml of tetrahydrofuran are added thereto in the course of 1 hour, the reaction temperature being maintained at less than 25°. The resulting suspension is stirred at room temperature for 2 hours and then a solution of 57.2 g of bromomethylcyclohex-3-ene in 100 ml of anhydrous tetrahydrofuran is added thereto in the course of 30 minut... The reactants are C(C)(C)(C)OC(=O)N1CCC(CC1)OCC(NNC(=O)C1=CC=NC=C1)=O (4-{2-Oxo-2-[N′-(pyridine-4-carbonyl)hydrazino]ethoxy}piperidine-1-carboxylic acid tert-butyl ester), COC=1C=CC(=CC1)P2(=S)SP(=S)(S2)C=3C=CC(=CC3)OC (Lawesson's reagent). Yields the product C(C)(C)(C)OC(=O)N1CCC(CC1)OCC=1SC(=NN1)C1=CC=NC=C1 (4-(5-Pyridin-4-yl-[1,3,4]thiadiazol-2-ylmethoxy)piperidine-1-carboxylic acid tert-butyl ester). Reaction SMILES: [C:1]([O:5][C:6]([N:8]1[CH2:13][CH2:12][CH:11]([O:14][CH2:15][C:16](=O)[NH:17][NH:18][C:19]([C:21]2[CH:26]=[CH:25][N:24]=[CH:23][CH:22]=2)=O)[CH2:10][CH2:9]1)=[O:7])([CH3:4])([CH3:3])[CH3:2].COC1C=CC(P2(SP(C3C=CC(OC)=CC=3)(=S)S2)=[S:37])=CC=1>>[C:1]([O:5][C:6]([N:8]1[CH2:13][CH2:12][CH:11]([O:14][CH2:15][C:16]2[S:37][C:19]([C:21]3[CH:26]=[CH:25][N:24]=[CH:23][CH:22]=3)=[N:18][N:17]=2)[CH2:10][CH2:9]1)=[O:7])([CH3:4])([CH3:3])[CH3:2]. Procedure details: 4-{2-Oxo-2-[N′-(pyridine-4-carbonyl)hydrazino]ethoxy}piperidine-1-carboxylic acid tert-butyl ester (Preparation 16) was treated with Lawesson's reagent in a similar manner to that described in Example 138, affording the title compound: RT=3.47 min, m/z (ES+)=377.1 [M+H]+. Starting materials: COc1ccc2c(c1)OCC(c1ccccc1)C2c1ccc(OCCN2CCCC2)cc1, [Cl-], Cl, O, c1ccncc1, c1cc[nH+]cc1. Yields the product Cl, Oc1ccc2c(c1)OCC(c1ccccc1)C2c1ccc(OCCN2CCCC2)cc1. Reaction SMILES: [CH3:1][O:2][c:3]1[cH:4][cH:5][c:6]2[c:11]([cH:12]1)[O:10][CH2:9][CH:8]([c:13]1[cH:14][cH:15][cH:16][cH:17][cH:18]1)[CH:7]2[c:19]1[cH:20][cH:21][c:22]([O:25][CH2:26][CH2:27][N:28]2[CH2:29][CH2:30][CH2:31][CH2:32]2)[cH:23][cH:24]1.[Cl-:41].[ClH:39].[OH2:40].[cH:33]1[cH:34][cH:35][n:36][cH:37][cH:38]1.[nH+:42]1[cH:43][cH:44][cH:45][cH:46][cH:47]1>>[ClH:39].[OH:2][c:3]1[cH:4][cH:5][c:6]2[c:11]([cH:12]1)[O:10][CH2:9][CH:8]([c:13]1[cH:14][cH:15][cH:16][cH:17][cH:18]1)[CH:7]2[c:19]1[cH:20][cH:21][c:22]([O:25][CH2:26][CH2:27][N:28]2[CH2:29][CH2:30][CH2:31][CH2:32]2)[cH:23][cH:24]1. Starting materials: CC=1OC=2C(=NC=CC2)N1 (2-methyl-oxazolo[4,5-b]pyridine), C(C)I (ethyliodide). Conditions: time 2 hour. The product is [I-].C(C)N1C=2C(=CC=C1)OC([NH+]2)C (4-ethyl-2-methyl-oxazolo[4,5-b]pyridinium iodide). The yield is 86.0%. Reaction SMILES: [CH3:1][C:2]1[O:3][C:4]2[C:5]([N:10]=1)=[N:6][CH:7]=[CH:8][CH:9]=2.[CH2:11]([I:13])[CH3:12]>>[I-:13].[CH2:11]([N:6]1[CH:7]=[CH:8][CH:9]=[C:4]2[O:3][CH:2]([CH3:1])[NH+:10]=[C:5]12)[CH3:12] |f:2.3|. Procedure details: This Example shows the preparation of exemplary compound Dye 9 and its physical properties. A mixture of 1.34 g (10 mmol) 2-methyl-oxazolo[4,5-b]pyridine and 2 ml ethyliodide in a closed system was kept 2 h at 110° C. The product was precipitated with acetone and filtered off. The yellow crystalline product was filtered off and washed with diethyl ether to provide 2.47 g (86%) 4-ethyl-2-methyl-oxazolo[4,5-b]pyridinium iodide, which was of sufficient purity to carry on to the next synthetic step. Run at time 15 hour. The solvent is CN(C)C=O (DMF). Reported procedure: To a mixture of lithium 2,5-dimethyl-1-phenyl-1H-imidazole-4-carboxylate (compound 13a, 150 mg, 0.67 mmol), 1-amino-3-(4-(2,3-dichlorophenyl)piperazin-1-yl)propan-2-ol dihydrochloride (compound 41, 300 mg, 0.80 mmol), EDCI (260 mg, 1.34 mmol) and HOBt (180 mg, 1.34 mmol) in anhydrous DMF (7 mL) was added NMM (370 μl, 3.35 mmol). The reaction mixture was stirred at room temperature for 15 hrs. The mixture was concentrated under reduced pressure. The residue was diluted with CH2Cl2, and washed wit... The product is ClC1=C(C=CC=C1Cl)N1CCN(CC1)CC(CNC(=O)C=1N=C(N(C1C)C1=CC=CC=C1)C)O (N-(3-(4-(2,3-dichlorophenyl)piperazin-1-yl)-2-hydroxypropyl)-2,5-dimethyl-1-phenyl-1H-imidazole-4-carboxamide). RXN SMILES: [CH3:1][C:2]1[N:3]([C:11]2[CH:16]=[CH:15][CH:14]=[CH:13][CH:12]=2)[C:4]([CH3:10])=[C:5]([C:7]([O-:9])=O)[N:6]=1.[Li+].Cl.Cl.[NH2:20][CH2:21][CH:22]([OH:38])[CH2:23][N:24]1[CH2:29][CH2:28][N:27]([C:30]2[CH:35]=[CH:34][CH:33]=[C:32]([Cl:36])[C:31]=2[Cl:37])[CH2:26][CH2:25]1.CCN=C=NCCCN(C)C.C1C=CC2N(O)N=NC=2C=1.CN1CCOCC1>CN(C=O)C>[Cl:37][C:31]1[C:32]([Cl:36])=[CH:33][CH:34]=[CH:35][C:30]=1[N:27]1[CH2:28][CH2:29][N:24]([CH2:23][CH:22]([OH:38])[CH2:21][NH:20][C:7]([C:5]2[N:6]=[C:2]([CH3:1])[N:3]([C:11]3[CH:16]=[CH:15][CH:14]=[CH:13][CH:12]=3)[C:4]=2[CH3:10])=[O:9])[CH2:25][CH2:26]1 |f:0.1,2.3.4|. Isolated yield 39.8%. Starting materials: CN1CCOCC1 (NMM), CC=1N(C(=C(N1)C(=O)[O-])C)C1=CC=CC=C1.[Li+] (lithium 2,5-dimethyl-1-phenyl-1H-imidazole-4-carboxylate), CC=1N(C(=C(N1)C(=O)[O-])C)C1=CC=CC=C1.[Li+] (lithium 2,5-dimethyl-1-phenyl-1H-imidazole-4-carboxylate), Cl.Cl.NCC(CN1CCN(CC1)C1=C(C(=CC=C1)Cl)Cl)O (1-amino-3-(4-(2,3-dichlorophenyl)piperazin-1-yl)propan-2-ol dihydrochloride), Cl.Cl.NCC(CN1CCN(CC1)C1=C(C(=CC=C1)Cl)Cl)O (1-amino-3-(4-(2,3-dichlorophenyl)piperazin-1-yl)propan-2-ol dihydrochloride), CCN=C=NCCCN(C)C (EDCI), C=1C=CC2=C(C1)N=NN2O (HOBt). Reactants: CI, [H-], [Na+], CC(C)(C)OC(=O)N1CCN(CC(=O)Nc2nccs2)CC1, CN(C)C=O. The product is CN(C(=O)CN1CCN(C(=O)OC(C)(C)C)CC1)c1nccs1. Reaction SMILES: [CH3:25][I:26].[H-:23].[Na+:24].[O:1]=[C:2]([CH2:3][N:4]1[CH2:5][CH2:6][N:7]([C:10](=[O:11])[O:12][C:13]([CH3:14])([CH3:15])[CH3:16])[CH2:8][CH2:9]1)[NH:17][c:18]1[s:19][cH:20][cH:21][n:22]1.[O:27]=[CH:28][N:29]([CH3:30])[CH3:31]>>[O:1]=[C:2]([CH2:3][N:4]1[CH2:5][CH2:6][N:7]([C:10](=[O:11])[O:12][C:13]([CH3:14])([CH3:15])[CH3:16])[CH2:8][CH2:9]1)[N:17]([c:18]1[s:19][cH:20][cH:21][n:22]1)[CH3:25]. The reactants are C1CCOC1, CCOC(=O)C(C(=O)c1ccc(OC)cc1)=P(c1ccccc1)(c1ccccc1)c1ccccc1, O. The product is CCOC(=O)C(=O)C(=O)c1ccc(OC)cc1. As a reaction SMILES: [CH2:37]1[O:38][CH2:39][CH2:40][CH2:41]1.[CH3:1][O:2][c:3]1[cH:4][cH:5][c:6]([C:9]([C:10]([C:11](=[O:12])[O:13][CH2:14][CH3:15])=[P:16]([c:17]2[cH:18][cH:19][cH:20][cH:21][cH:22]2)([c:23]2[cH:24][cH:25][cH:26][cH:27][cH:28]2)[c:29]2[cH:30][cH:31][cH:32][cH:33][cH:34]2)=[O:35])[cH:7][cH:8]1.[OH2:36]>>[CH3:1][O:2][c:3]1[cH:4][cH:5][c:6]([C:9]([C:10]([C:11](=[O:12])[O:13][CH2:14][CH3:15])=[O:36])=[O:35])[cH:7][cH:8]1. Starting materials: [Al+3], CN(C)CCNc1c2c(nc3ccccc13)CCCC2=O, [H-], [H-], [H-], [H-], [Li+], C1CCOC1. The product is CN(C)CCNc1c2c(nc3ccccc13)CCCC2O. Reaction SMILES: [Al+3:23].[CH3:1][N:2]([CH2:3][CH2:4][NH:5][c:6]1[c:7]2[cH:8][cH:9][cH:10][cH:11][c:12]2[n:13][c:14]2[c:19]1[C:18](=[O:20])[CH2:17][CH2:16][CH2:15]2)[CH3:21].[H-:22].[H-:25].[H-:26].[H-:27].[Li+:24].[O:28]1[CH2:29][CH2:30][CH2:31][CH2:32]1>>[CH3:1][N:2]([CH2:3][CH2:4][NH:5][c:6]1[c:7]2[cH:8][cH:9][cH:10][cH:11][c:12]2[n:13][c:14]2[c:19]1[CH:18]([OH:20])[CH2:17][CH2:16][CH2:15]2)[CH3:21].